From a dataset of the Open Reaction Database (ORD), a public repository of structured organic reaction records. describe an organic reaction: reactants, conditions, products, and yield Starting materials: BrCCCC(=O)OCC (ethyl 4-bromobutyrate), C([O-])([O-])=O.[K+].[K+] (potassium carbonate), Cl (hydrochloric acid), C(CCCCCC)(=O)C1=CNC2=CC=CC=C12 (3-heptanoylindole). Solvent: CN(C=O)C (dimethyl formamide), C(C)(=O)OCC (ethyl acetate). Yields the product C(CCCCCC)(=O)C1=CN(C2=CC=CC=C12)CCCC(=O)OCC (ethyl 4-(3-heptanoyl-1-indolyl)butyrate). Reaction SMILES: [C:1]([C:9]1[C:17]2[C:12](=[CH:13][CH:14]=[CH:15][CH:16]=2)[NH:11][CH:10]=1)(=[O:8])[CH2:2][CH2:3][CH2:4][CH2:5][CH2:6][CH3:7].Br[CH2:19][CH2:20][CH2:21][C:22]([O:24][CH2:25][CH3:26])=[O:23].C(=O)([O-])[O-].[K+].[K+].Cl>CN(C)C=O.C(OCC)(=O)C>[C:1]([C:9]1[C:17]2[C:12](=[CH:13][CH:14]=[CH:15][CH:16]=2)[N:11]([CH2:19][CH2:20][CH2:21][C:22]([O:24][CH2:25][CH3:26])=[O:23])[CH:10]=1)(=[O:8])[CH2:2][CH2:3][CH2:4][CH2:5][CH2:6][CH3:7] |f:2.3.4|. Reported procedure: A mixture of 3-heptanoylindole (1.0 g) obtained in Pre. Ex. 1, ethyl 4-bromobutyrate (0.86 g) and potassium carbonate (1.0 g) in dimethyl formamide (DMF) (25 ml) was stirred at room temperature for 16 hours. The mixture was poured into a mixture of hydrochloric acid (100 ml) and ethyl acetate (AcOEt) (50 ml). The organic layer was washed with water, dried over MgSO 4 and evaporated. The residue was chromatographed on a silica gel column with a mixture of n-hexane and AcOEt (3:1) as eluent to giv... The reactants are C(C1=CC=CC=C1)[C@H]1N(O[C@@H]2[C@H]1C(CCC2)=O)C (rel-(3R*,3aS*,7aS*)-3-Benzyl-2-methyl-2,3,3a,4,5,6,7,7a-octahydrobenzo[d]isoxazol-4-one), C(C)(=O)Cl (acetyl chloride). Solvent: CO (methanol). Product: C(C1=CC=CC=C1)[C@H]1N(O[C@@H]2[C@H]1C(CCC2)=O)C (rel-(3R*,3aS*,7aS*)-3-benzyl-2-methyl-2,3,3a,4,5,6,7,7a-octahydrobenzo[d]isoxazol-4-one), Cl (hydrochloride). RXN SMILES: [CH2:1]([C@@H:8]1[C@@H:12]2[C:13](=[O:17])[CH2:14][CH2:15][CH2:16][C@@H:11]2[O:10][N:9]1[CH3:18])[C:2]1[CH:7]=[CH:6][CH:5]=[CH:4][CH:3]=1.C([Cl:22])(=O)C>CO>[CH2:1]([C@@H:8]1[C@@H:12]2[C:13](=[O:17])[CH2:14][CH2:15][CH2:16][C@@H:11]2[O:10][N:9]1[CH3:18])[C:2]1[CH:3]=[CH:4][CH:5]=[CH:6][CH:7]=1.[ClH:22]. Procedure: rel-(3R*,3aS*,7aS*)-3-Benzyl-2-methyl-2,3,3a,4,5,6,7,7a-octahydrobenzo[d]isoxazol-4-one [2.51 g, 102 mMol; prepared as described under (A)] in methanol was stirred at 0° C. and treated dropwise with acetyl chloride (0.73 ml, 102 mMol). The solvents were removed in vacuo to yield an oil which became a white foam under high vacuum (0.01 mm Hg). This crude product was recrystallised from acetone to give the unsubstituted title compound hydrochloride as a white crystalline solid, m.p. 154°-156° C. (... Reactants: CC(C)(c1cc(-c2cccc(-c3ccc(C=CC(=O)O)cc3)c2)c2ncccc2c1)S(C)(=O)=O, CCOCC, O=[N+]([O-])c1ccc(O)cc1. Yields the product CC(C)(c1cc(-c2cccc(-c3ccc(C=CC(=O)Oc4ccc([N+](=O)[O-])cc4)cc3)c2)c2ncccc2c1)S(C)(=O)=O. As a reaction SMILES: [CH3:1][S:2](=[O:3])(=[O:4])[C:5]([CH3:6])([CH3:7])[c:8]1[cH:9][c:10]2[cH:11][cH:12][cH:13][n:14][c:15]2[c:16](-[c:18]2[cH:19][c:20](-[c:24]3[cH:25][cH:26][c:27]([CH:30]=[CH:31][C:32](=[O:33])[OH:34])[cH:28][cH:29]3)[cH:21][cH:22][cH:23]2)[cH:17]1.[CH3:45][CH2:46][O:47][CH2:48][CH3:49].[N+:35](=[O:36])([O-:37])[c:38]1[cH:39][cH:40][c:41]([OH:44])[cH:42][cH:43]1>>[CH3:1][S:2](=[O:3])(=[O:4])[C:5]([CH3:6])([CH3:7])[c:8]1[cH:9][c:10]2[cH:11][cH:12][cH:13][n:14][c:15]2[c:16](-[c:18]2[cH:19][c:20](-[c:24]3[cH:25][cH:26][c:27]([CH:30]=[CH:31][C:32]([O:33][c:41]4[cH:40][cH:39][c:38]([N+:35](=[O:36])[O-:37])[cH:43][cH:42]4)=[O:34])[cH:28][cH:29]3)[cH:21][cH:22][cH:23]2)[cH:17]1. The reactants are BrCC=1C(=NOC1C1=CC=C(C=C1)Br)C (4-Bromomethyl-5-(4-bromo-phenyl)-3-methyl-isoxazole), C1(=CC=CC=C1)P(C1=CC=CC=C1)C1=CC=CC=C1 (triphenylphosphine). Run in C1(=CC=CC=C1)C (toluene). Reaction conditions: temperature 75 celsius. Yields the product [Br-].BrC1=CC=C(C=C1)C1=C(C(=NO1)C)C[P+](C1=CC=CC=C1)(C1=CC=CC=C1)C1=CC=CC=C1 ([5-(4-Bromo-phenyl)-3-methyl-isoxazol-4-ylmethyl]-triphenyl-phosphonium bromide). As a reaction SMILES: [Br:1][CH2:2][C:3]1[C:4]([CH3:15])=[N:5][O:6][C:7]=1[C:8]1[CH:13]=[CH:12][C:11]([Br:14])=[CH:10][CH:9]=1.[C:16]1([P:22]([C:29]2[CH:34]=[CH:33][CH:32]=[CH:31][CH:30]=2)[C:23]2[CH:28]=[CH:27][CH:26]=[CH:25][CH:24]=2)[CH:21]=[CH:20][CH:19]=[CH:18][CH:17]=1>C1(C)C=CC=CC=1>[Br-:1].[Br:14][C:11]1[CH:12]=[CH:13][C:8]([C:7]2[O:6][N:5]=[C:4]([CH3:15])[C:3]=2[CH2:2][P+:22]([C:23]2[CH:24]=[CH:25][CH:26]=[CH:27][CH:28]=2)([C:29]2[CH:34]=[CH:33][CH:32]=[CH:31][CH:30]=2)[C:16]2[CH:17]=[CH:18][CH:19]=[CH:20][CH:21]=2)=[CH:9][CH:10]=1 |f:3.4|. Procedure details: 4-Bromomethyl-5-(4-bromo-phenyl)-3-methyl-isoxazole (0.8066 g, 2.44 mmol) and triphenylphosphine (0.7026 g, 2.68 mmol) were combined in toluene (8 mL) and heated to 75° C. for 75 minutes. Analytical LCMS indicated complete conversion so the reaction was cooled, filtered (rinsing with toluene) and concentrated to afford the title compound, which was used in the next step without further purification. Reactants: CCC(C(=O)[O-])c1ccccc1OCOC, CO, [Na+], [OH-]. Yields the product COCOc1ccccc1CC(=O)O. As a reaction SMILES: [CH2:1]([CH3:2])[CH:3]([C:4](=[O:5])[O-:6])[c:7]1[c:8]([O:13][CH2:14][O:15][CH3:16])[cH:9][cH:10][cH:11][cH:12]1.[CH3:19][OH:20].[Na+:18].[OH-:17]>>[CH2:3]([C:4](=[O:5])[OH:6])[c:7]1[c:8]([O:13][CH2:14][O:15][CH3:16])[cH:9][cH:10][cH:11][cH:12]1. Reactants: O[C@H](C(=O)O)C(C1=CC=CC=C1)(C1=CC=CC=C1)OC ((S)-2-hydroxy-3-methoxy-3,3-diphenylpropionic acid), C[O-].[Na+] (sodium methoxide), CN(C)C=O (DMF), COS(=O)(=O)OC (dimethylsulfate). The solvent is O (water). Run at time 8 hour. Yields the product O[C@H](C(=O)OC)C(C1=CC=CC=C1)(C1=CC=CC=C1)OC (Methyl (S)-2-Hydroxy-3-methoxy-3,3-diphenylpropionate). RXN SMILES: [OH:1][C@@H:2]([C:6]([O:19][CH3:20])([C:13]1[CH:18]=[CH:17][CH:16]=[CH:15][CH:14]=1)[C:7]1[CH:12]=[CH:11][CH:10]=[CH:9][CH:8]=1)[C:3]([OH:5])=[O:4].C[O-].[Na+].[CH3:24]N(C=O)C.COS(OC)(=O)=O>O>[OH:1][C@@H:2]([C:6]([O:19][CH3:20])([C:7]1[CH:12]=[CH:11][CH:10]=[CH:9][CH:8]=1)[C:13]1[CH:18]=[CH:17][CH:16]=[CH:15][CH:14]=1)[C:3]([O:5][CH3:24])=[O:4] |f:1.2|. Reported procedure: 54.4 g (200 mmol) of (S)-2-hydroxy-3-methoxy-3,3-diphenylpropionic acid were introduced with 10.8 g (200 mmol) of sodium methoxide into 300 ml of DMF. 21 ml (210 mmol) of dimethylsulfate were added dropwise to this suspension over 15 minutes, during which the temperature rises to 50° C. and the suspension becomes mobile. The mixture was stirred overnight and then added to 1.5 l of water and ice. The aqueous phase was extracted twice with 500 ml of ether, and the ether phase was in turn washed wi...